The task is: describe an organic reaction: reactants, conditions, products, and yield. This data is from the Open Reaction Database (ORD), a public repository of structured organic reaction records. Reactants: C1(=CC=CC=C1)C=1OC2=C(C1)C=CC=C2C(=O)O (2-phenylbenzofuran-7-carboxylic acid), CO (methanol), S(=O)(Cl)Cl (thionyl chloride). Product: C1(=CC=CC=C1)C=1OC2=C(C1)C=CC=C2C(=O)OC (methyl 2-phenylbenzofuran-7-carboxylate). Reaction SMILES: [C:1]1([C:7]2[O:8][C:9]3[C:15]([C:16]([OH:18])=[O:17])=[CH:14][CH:13]=[CH:12][C:10]=3[CH:11]=2)[CH:6]=[CH:5][CH:4]=[CH:3][CH:2]=1.S(Cl)(Cl)=O.[CH3:23]O>>[C:1]1([C:7]2[O:8][C:9]3[C:15]([C:16]([O:18][CH3:23])=[O:17])=[CH:14][CH:13]=[CH:12][C:10]=3[CH:11]=2)[CH:2]=[CH:3][CH:4]=[CH:5][CH:6]=1. Procedure: 7.0 g of 2-phenylbenzofuran-7-carboxylic acid are dissolved in 70 ml of methanol, and 6.4 ml of thionyl chloride are added dropwise thereto at 0° C. The mixture is refluxed for 1 hour and evaporated to remove solvent. The residue is dissolved in ethyl acetate, and the solution is washed with water, dried and evaporated to remove solvent. The residue is recrystallized from n-hexane to give 7.04 g of methyl 2-phenylbenzofuran-7-carboxylate as colorless needles.